From a dataset of the Open Reaction Database (ORD), a public repository of structured organic reaction records. describe an organic reaction: reactants, conditions, products, and yield Reactants: ice water, C(C)(=O)OC=1C=C2CC[C@H]3[C@@H]4CCC([C@@]4(C)CC[C@@H]3[C@]2([C@H](C1)C)C)=O (3-acetoxy-1α-methyl-androsta-2,4-dien-17-one), C(C)(=O)[O-].[Na+] (sodium acetate), ICl (iodine chloride), S(=S)(=O)([O-])[O-].[Na+].[Na+] (sodium thiosulfate). Solvent: C(C)(=O)OCC.CCCCCC (ethyl acetate hexane), CC(=O)C (acetone). Conditions: temperature -10 celsius, time 8 hour. The product is I[C@@H]1C(C=C2CC[C@H]3[C@@H]4CCC([C@@]4(C)CC[C@@H]3[C@]2([C@H]1C)C)=O)=O (2β-Iodo-1α-methylandrost-4-ene-3,17-dione). RXN SMILES: C([O:4][C:5]1[CH:6]=[C:7]2[C@:20]([CH3:24])([C@@H:21]([CH3:23])[CH:22]=1)[C@@H:19]1[C@H:10]([C@H:11]3[C@@:15]([CH2:17][CH2:18]1)([CH3:16])[C:14](=[O:25])[CH2:13][CH2:12]3)[CH2:9][CH2:8]2)(=O)C.C([O-])(=O)C.[Na+].[I:31]Cl.S([O-])([O-])(=O)=S.[Na+].[Na+]>CC(C)=O.C(OCC)(=O)C.CCCCCC>[I:31][C@H:22]1[C@H:21]([CH3:23])[C@@:20]2([CH3:24])[C:7]([CH2:8][CH2:9][C@@H:10]3[C@@H:19]2[CH2:18][CH2:17][C@@:15]2([CH3:16])[C@H:11]3[CH2:12][CH2:13][C:14]2=[O:25])=[CH:6][C:5]1=[O:4] |f:1.2,4.5.6,8.9|. Procedure: 68.95 g of 88.8% (0.179 mol) 3-acetoxy-1α-methyl-androsta-2,4-dien-17-one (DE-A 3715869) is dissolved in 800 ml of acetone, mixed with 32.9 g (0.4 mol) of anhydrous sodium acetate and cooled with stirring to -10° C. Then, 29 g (0.179 mol) of iodine chloride (iodine monochloride) is added under nitrogen atmosphere at -10° C. and it is stirred for another 30 minutes. Then, it is added to 6 l of ice water mixed with 6.65 g of sodium thiosulfate, the product is extracted with ethyl acetate, the orga... Starting materials: [OH-].[Na+] (sodium hydroxide), C1(=CC=C(C=C1)C(=O)NC1=CC=C(C(=O)OC)C=C1)C1=CC=CC=C1 (methyl 4-(4-biphenylylcarbonylamino)benzoate), C(C)(=O)OCC (ethyl acetate), Cl (Hydrochloric acid). Run in C1CCOC1 (THF), CO (methanol). Conditions: time 18 hour. Yields the product C1(=CC=C(C=C1)C(=O)NC1=CC=C(C(=O)O)C=C1)C1=CC=CC=C1 (4-(4-Biphenylylcarbonylamino)benzoic acid). Yield: 92.0%. Reaction SMILES: [OH-].[Na+].[C:3]1([C:22]2[CH:27]=[CH:26][CH:25]=[CH:24][CH:23]=2)[CH:8]=[CH:7][C:6]([C:9]([NH:11][C:12]2[CH:21]=[CH:20][C:15]([C:16]([O:18]C)=[O:17])=[CH:14][CH:13]=2)=[O:10])=[CH:5][CH:4]=1.Cl.C(OCC)(=O)C>C1COCC1.CO>[C:3]1([C:22]2[CH:23]=[CH:24][CH:25]=[CH:26][CH:27]=2)[CH:8]=[CH:7][C:6]([C:9]([NH:11][C:12]2[CH:21]=[CH:20][C:15]([C:16]([OH:18])=[O:17])=[CH:14][CH:13]=2)=[O:10])=[CH:5][CH:4]=1 |f:0.1|. Procedure: 1N Aqueous sodium hydroxide solution (8 ml) was added to a mixed solution of methyl 4-(4-biphenylylcarbonylamino)benzoate (1.998 g) in THF (60 ml) and methanol (20 ml), which was stirred at room temperature for 18 hours. 1N Hydrochloric acid (10 ml) was added to the reaction mixture, and extraction was conducted using ethyl acetate. The organic layer was washed with water and saturated aqueous sodium chloride solution, dried, and then concentrated. The resulting crude crystals were washed with d... Starting materials: CC1(C(C1C=CC(=O)OCC1CC1)C(=O)O)C (2,2-dimethyl-3-(3-cyclopropylmethoxy-3-oxo-1-propenyl) cyclopropane-carboxylic acid), O(C1=CC=CC=C1)C=1C=C(C=CC1)[C@@H](C)O (1(R)-(3-phenoxy-phenyl)-ethanol). The solvent is C(Cl)(Cl)Cl (chloroform). The product is CC1(C(C1C=CC(=O)OCC1CC1)C(=O)O)C (2,2-dimethyl-3-(3-cyclopropylmethoxy-3-oxo-1-propenyl) cyclopropane-carboxylic acid), CC1(C(C1C=CC(=O)OC1CCC1)C(=O)[O-])C (2,2-dimethyl-3-(3-cyclobutoxy-3-oxo-1-propenyl)-cyclopropane-carboxylate). Reaction SMILES: [CH3:1][C:2]1([CH3:17])[CH:4]([CH:5]=[CH:6][C:7]([O:9][CH2:10][CH:11]2[CH2:13][CH2:12]2)=[O:8])[CH:3]1[C:14]([OH:16])=[O:15].O(C1C=C([C@H](O)C)C=CC=1)C1C=CC=CC=1>C(Cl)(Cl)Cl>[CH3:1][C:2]1([CH3:17])[CH:4]([CH:5]=[CH:6][C:7]([O:9][CH2:10][CH:11]2[CH2:13][CH2:12]2)=[O:8])[CH:3]1[C:14]([OH:16])=[O:15].[CH3:17][C:2]1([CH3:1])[CH:4]([CH:5]=[CH:6][C:7]([O:9][CH:10]2[CH2:11][CH2:13][CH2:12]2)=[O:8])[CH:3]1[C:14]([O-:16])=[O:15]. Procedure: Using the procedure of Example 9, (1R, cis ΔZ) 2,2-dimethyl-3-(3-cyclobutoxy-3-oxo-1-propenyl)-cyclopropane-carboxylic acid and 1(R)-(3-phenoxy-phenyl)-ethanol were reacted to obtain 1(R)-(3-phenoxy-phenyl)-ethyl (1R, cis, ΔZ) 2,2-dimethyl-3-(3-cyclobutoxy-3-oxo-1-propenyl)-cyclopropane-carboxylate with a specific rotation of [α]D20 =+125.5°±2° (c=1% in chloroform). Reactants: C=C1CC(=O)O1.CC(=O)C (diketene acetone), N1CCCC1 (pyrrolidine). The solvent is C1(=CC=CC=C1)C (toluene). Product: O=C(CC(=O)N1CCCC1)C (1-(3-Oxobutyryl)pyrrolidine). Yield: 97.9%. RXN SMILES: [CH2:1]=[C:2]1[O:6][C:4](=[O:5])[CH2:3]1.CC(C)=O.[NH:11]1[CH2:15][CH2:14][CH2:13][CH2:12]1>C1(C)C=CC=CC=1>[O:6]=[C:2]([CH3:1])[CH2:3][C:4]([N:11]1[CH2:15][CH2:14][CH2:13][CH2:12]1)=[O:5] |f:0.1|. Reported procedure: 9 ml (0.05 mol) of diketene-acetone adduct and a solution of 4.2 ml (0.05 mol) of pyrrolidine in 20 ml of toluene were treated as described in preparation 7. The solvent was removed in vacuo and the residue was purified by chromatography on silica gel (EtOAc/MeOH 0%→1%) yielding 7.6 g of the title compound as a dark oil.